Dataset: the Open Reaction Database (ORD), a public repository of structured organic reaction records. Task: describe an organic reaction: reactants, conditions, products, and yield Starting materials: NC=1C=C(C(=O)NC2=CC=CC=C2)C=CC1 (3-amino-N-phenyl-benzamide), ClC=1C=C(C=C(C1)Cl)I (3,5-dichloroiodobenzene), C(C)N1CCOCC1 (N-ethylmorpholine), Cl (hydrochloric acid). Reagents/catalysts: C(C)(=O)[O-].[Cu+2].C(C)(=O)[O-] (copper(II) acetate). Solvent: CN(C=O)C (N,N-dimethylformamide), O (water), C(Cl)(Cl)Cl (chloroform). Run at time 120 hour. Yields the product ClC=1C=C(C=C(C1)Cl)NC=1C=C(C(=O)NC2=CC=CC=C2)C=CC1 (3-(3,5-Dichloro-phenylamino)-N-phenyl-benzamide). Isolated yield 3.0%. As a reaction SMILES: [NH2:1][C:2]1[CH:3]=[C:4]([CH:14]=[CH:15][CH:16]=1)[C:5]([NH:7][C:8]1[CH:13]=[CH:12][CH:11]=[CH:10][CH:9]=1)=[O:6].[Cl:17][C:18]1[CH:19]=[C:20](I)[CH:21]=[C:22]([Cl:24])[CH:23]=1.C(N1CCOCC1)C.Cl>CN(C)C=O.C(Cl)(Cl)Cl.C([O-])(=O)C.[Cu+2].C([O-])(=O)C.O>[Cl:17][C:18]1[CH:19]=[C:20]([NH:1][C:2]2[CH:3]=[C:4]([CH:14]=[CH:15][CH:16]=2)[C:5]([NH:7][C:8]2[CH:13]=[CH:12][CH:11]=[CH:10][CH:9]=2)=[O:6])[CH:21]=[C:22]([Cl:24])[CH:23]=1 |f:6.7.8|. Procedure: A mixture of 3-amino-N-phenyl-benzamide (2.0 g, 9.4 mmol), 3,5-dichloroiodobenzene (2.65 g, 9.7 mmol), N-ethylmorpholine (1.1 g, 9.5 mmol), and copper(II) acetate (0.1 g, 0.6 mmol) in N,N-dimethylformamide (6 mL) was stirred under an inert atmosphere and heated to reflux. After 120 hours, the mixture was allowed to cool and was stirred into water (300 mL) and acidified with concentrated hydrochloric acid. The mixture was extracted with dichloromethane (300 mL) and the extract separated and washe... Reactants: C1(=CC=CC=C1)OC(NC1CCC(CC1)NC(=O)OC(C)(C)C)=O ((4-tert-Butoxycarbonylamino-cyclohexyl)-carbamic acid phenyl ester), C(C1=CC=CC=C1)N1C[C@@H](CC1)N ((R)-1-benzyl-pyrrolidin-3-ylamine). The solvent is CN1CCCC1=O (NMP). Run at temperature 100 celsius. Product: C(C)(C)(C)OC(NC1CCC(CC1)NC(=O)N[C@H]1CN(CC1)CC1=CC=CC=C1)=O ({4-[3-((R)-1-Benzyl-pyrrolidin-3-yl)-ureido]-cyclohexyl}-carbamic acid tert-butyl ester). Reaction SMILES: C1(O[C:8](=[O:24])[NH:9][CH:10]2[CH2:15][CH2:14][CH:13]([NH:16][C:17]([O:19][C:20]([CH3:23])([CH3:22])[CH3:21])=[O:18])[CH2:12][CH2:11]2)C=CC=CC=1.[CH2:25]([N:32]1[CH2:36][CH2:35][C@@H:34]([NH2:37])[CH2:33]1)[C:26]1[CH:31]=[CH:30][CH:29]=[CH:28][CH:27]=1>CN1C(=O)CCC1>[C:20]([O:19][C:17](=[O:18])[NH:16][CH:13]1[CH2:12][CH2:11][CH:10]([NH:9][C:8]([NH:37][C@@H:34]2[CH2:35][CH2:36][N:32]([CH2:25][C:26]3[CH:31]=[CH:30][CH:29]=[CH:28][CH:27]=3)[CH2:33]2)=[O:24])[CH2:15][CH2:14]1)([CH3:21])([CH3:22])[CH3:23]. Reported procedure: (4-tert-Butoxycarbonylamino-cyclohexyl)-carbamic acid phenyl ester (1 eq.) and (R)-1-benzyl-pyrrolidin-3-ylamine (1 eq.) are dissolved in NMP and heated at 100° C. for 1 hour. Starting materials: C1CCOC1, CCO, [Na+], COC(=O)c1cc2c(s1)Oc1ccccc1C(=O)N2, [OH-]. Product: O=C(O)c1cc2c(s1)Oc1ccccc1C(=O)N2. As a reaction SMILES: [CH2:25]1[O:26][CH2:27][CH2:28][CH2:29]1.[CH3:22][CH2:23][OH:24].[Na+:21].[O:1]=[C:2]1[NH:3][c:4]2[c:5]([s:13][c:14]([C:16](=[O:17])[O:18][CH3:19])[cH:15]2)[O:6][c:7]2[c:8]1[cH:9][cH:10][cH:11][cH:12]2.[OH-:20]>>[O:1]=[C:2]1[NH:3][c:4]2[c:5]([s:13][c:14]([C:16](=[O:17])[OH:18])[cH:15]2)[O:6][c:7]2[c:8]1[cH:9][cH:10][cH:11][cH:12]2. Reactants: C1(=CC=CC=C1)OC (Anisole), C(=O)(C(F)(F)F)O.O (TFA water), C1(=CC(=CC=C1)N(C1=NN=C(O1)C(=O)N(COCC[Si](C)(C)C)C=1C=NC(=CC1)N1CCOCC1)COCC[Si](C)(C)C)C1=CC=CC=C1 (5-(biphenyl-3-yl{[2-(trimethylsilyl)ethoxy]methyl}amino)-N-(6-morpholin-4-ylpyridin-3-yl)-N-{[2-(trimethylsilyl)ethoxy]methyl}-1,3,4-oxadiazole-2-carboxamide), C1(=CC(=CC=C1)N(C1=NN=C(O1)C(=O)N(COCC[Si](C)(C)C)C=1C=NC(=CC1)N1CCOCC1)COCC[Si](C)(C)C)C1=CC=CC=C1 (5-(biphenyl-3-yl{[2-(trimethylsilyl)ethoxy]methyl}amino)-N-(6-morpholin-4-ylpyridin-3-yl)-N-{[2-(trimethylsilyl)ethoxy]methyl}-1,3,4-oxadiazole-2-carboxamide). The solvent is C(Cl)Cl (DCM). Conditions: time 30 minute. Product: C1(=CC(=CC=C1)NC1=NN=C(O1)C(=O)NC=1C=NC(=CC1)N1CCOCC1)C1=CC=CC=C1 (5-(Biphenyl-3-ylamino)-N-(6-morpholin-4-ylpyridin-3-yl)-1,3,4-oxadiazole-2-carboxamide). The yield is 24.2%. Reaction SMILES: C1(OC)C=CC=CC=1.C(O)(C(F)(F)F)=O.O.[C:17]1([C:60]2[CH:65]=[CH:64][CH:63]=[CH:62][CH:61]=2)[CH:22]=[CH:21][CH:20]=[C:19]([N:23](COCC[Si](C)(C)C)[C:24]2[O:28][C:27]([C:29]([N:31]([C:40]3[CH:41]=[N:42][C:43]([N:46]4[CH2:51][CH2:50][O:49][CH2:48][CH2:47]4)=[CH:44][CH:45]=3)COCC[Si](C)(C)C)=[O:30])=[N:26][N:25]=2)[CH:18]=1>C(Cl)Cl>[C:17]1([C:60]2[CH:61]=[CH:62][CH:63]=[CH:64][CH:65]=2)[CH:22]=[CH:21][CH:20]=[C:19]([NH:23][C:24]2[O:28][C:27]([C:29]([NH:31][C:40]3[CH:41]=[N:42][C:43]([N:46]4[CH2:51][CH2:50][O:49][CH2:48][CH2:47]4)=[CH:44][CH:45]=3)=[O:30])=[N:26][N:25]=2)[CH:18]=1 |f:1.2|. Procedure: Anisole (0.14 mL, 1.30 mmol) and a mixture of TFA:water (9:1) (3 mL) was added to (5-(biphenyl-3-yl{[2-(trimethylsilyl)ethoxy]methyl}amino)-N-(6-morpholin-4-ylpyridin-3-yl)-N-{[2-(trimethylsilyl)ethoxy]methyl}-1,3,4-oxadiazole-2-carboxamide (Intermediate 49, 180 mg, 0.28 mmol). After 30 minutes the mixture was by diluted with DCM (40 mL) and washed with 1M aqueous NaHCO3 (20 mL). The DCM layer was separated and MeOH (5 mL) was added. The aqueous was again extracted with MeOH:DCM (1:9) (4×10 mL).... Starting materials: COc1ccc(C2=NN(C3CCNCC3)C(=O)C2(C)C)cc1OC, Cc1cc(O)ccc1C(=O)O. Product: COc1ccc(C2=NN(C3CCN(C(=O)c4ccc(O)cc4C)CC3)C(=O)C2(C)C)cc1OC. RXN SMILES: [CH3:1][O:2][c:3]1[cH:4][c:5]([C:11]2=[N:15][N:14]([CH:16]3[CH2:17][CH2:18][NH:19][CH2:20][CH2:21]3)[C:13](=[O:22])[C:12]2([CH3:23])[CH3:24])[cH:6][cH:7][c:8]1[O:9][CH3:10].[OH:25][c:26]1[cH:27][c:28]([CH3:35])[c:29]([C:30](=[O:31])[OH:32])[cH:33][cH:34]1>>[CH3:1][O:2][c:3]1[cH:4][c:5]([C:11]2=[N:15][N:14]([CH:16]3[CH2:17][CH2:18][N:19]([C:30]([c:29]4[c:28]([CH3:35])[cH:27][c:26]([OH:25])[cH:34][cH:33]4)=[O:31])[CH2:20][CH2:21]3)[C:13](=[O:22])[C:12]2([CH3:23])[CH3:24])[cH:6][cH:7][c:8]1[O:9][CH3:10]. Starting materials: COC1=CC(=C2CC(C3C(C2=C1)CCC3)C3=CC=C(C=C3)OC)OS(=O)(=O)C(F)(F)F (trifluoro-methanesulfonic acid 8-methoxy-4-(4-methoxy-phenyl)-2,3,3a,4,5,9b-hexahydro-1H-cyclopenta[a]naphthalen-6-yl ester), ClC1=CC=C(C=C1)B(O)O (4-chlorophenyboronic acid), C([O-])([O-])=O.[Na+].[Na+] (sodium carbonate). The reagents and catalysts are C=1C=CC(=CC1)[P](C=2C=CC=CC2)(C=3C=CC=CC3)[Pd]([P](C=4C=CC=CC4)(C=5C=CC=CC5)C=6C=CC=CC6)([P](C=7C=CC=CC7)(C=8C=CC=CC8)C=9C=CC=CC9)[P](C=1C=CC=CC1)(C=1C=CC=CC1)C=1C=CC=CC1 (tetrakis(triphenylphosphine)palladium(0)). Run in C1(=CC=CC=C1)C.C(C)O (toluene ethanol). Conditions: temperature 90 celsius. The product is ClC1=CC=C(C=C1)C1=C2CC(C3C(C2=CC(=C1)OC)CCC3)C3=CC=C(C=C3)OC (6-(4-Chloro-phenyl)-8-methoxy-4-(4-methoxy-phenyl)-2,3,3a,4,5,9b-hexahydro-1H-cyclopenta[a]naphthalene). The yield is 310.3%. RXN SMILES: [CH3:1][O:2][C:3]1[CH:12]=[C:11]2[C:6]([CH2:7][CH:8]([C:16]3[CH:21]=[CH:20][C:19]([O:22][CH3:23])=[CH:18][CH:17]=3)[CH:9]3[CH2:15][CH2:14][CH2:13][CH:10]32)=[C:5](OS(C(F)(F)F)(=O)=O)[CH:4]=1.[Cl:32][C:33]1[CH:38]=[CH:37][C:36](B(O)O)=[CH:35][CH:34]=1.C(=O)([O-])[O-].[Na+].[Na+]>C1C=CC([P]([Pd]([P](C2C=CC=CC=2)(C2C=CC=CC=2)C2C=CC=CC=2)([P](C2C=CC=CC=2)(C2C=CC=CC=2)C2C=CC=CC=2)[P](C2C=CC=CC=2)(C2C=CC=CC=2)C2C=CC=CC=2)(C2C=CC=CC=2)C2C=CC=CC=2)=CC=1.C1(C)C=CC=CC=1.C(O)C>[Cl:32][C:33]1[CH:38]=[CH:37][C:36]([C:5]2[CH:4]=[C:3]([O:2][CH3:1])[CH:12]=[C:11]3[C:6]=2[CH2:7][CH:8]([C:16]2[CH:17]=[CH:18][C:19]([O:22][CH3:23])=[CH:20][CH:21]=2)[CH:9]2[CH2:15][CH2:14][CH2:13][CH:10]23)=[CH:35][CH:34]=1 |f:2.3.4,6.7,^1:51,53,72,91|. Reported procedure: Combine trifluoro-methanesulfonic acid 8-methoxy-4-(4-methoxy-phenyl)-2,3,3a,4,5,9b-hexahydro-1H-cyclopenta[a]naphthalen-6-yl ester (0.046 g, 0.1 mmol), 4-chlorophenyboronic acid (0.019 g, 0.12 mmol), tetrakis(triphenylphosphine)palladium(0) (0.006 g, 5 mole %), sodium carbonate (0.12 ml 2N), and toluene/ethanol (4-1). Purge in vacuo briefly, and heat at 90° C. for 12 hours. Remove solvent, take in ethyl acetate and wash with water. Dry over anhydrous sodium sulfate and chromatograph the residue...